This data is from the Open Reaction Database (ORD), a public repository of structured organic reaction records. The task is: describe an organic reaction: reactants, conditions, products, and yield The reactants are COC1=C(C=CC(=C1)O)C=1NC=2C(=NC=CC2)N1 (2-(2'-methoxy-4'-hydroxyphenyl)-imidazo[4,5-b]pyridine), CS(=O)(=O)Cl (methanesulfonic acid chloride). The product is COC1=C(C=CC(=C1)OS(=O)(=O)C)C=1NC=2C(=NC=CC2)N1 (2-(2'-Methoxy-4'-methanesulfonyloxy-phenyl)-imidazo[4,5-b]pyridine). As a reaction SMILES: [CH3:1][O:2][C:3]1[CH:8]=[C:7]([OH:9])[CH:6]=[CH:5][C:4]=1[C:10]1[NH:11][C:12]2[C:13]([N:18]=1)=[N:14][CH:15]=[CH:16][CH:17]=2.[CH3:19][S:20](Cl)(=[O:22])=[O:21]>>[CH3:1][O:2][C:3]1[CH:8]=[C:7]([O:9][S:20]([CH3:19])(=[O:22])=[O:21])[CH:6]=[CH:5][C:4]=1[C:10]1[NH:11][C:12]2[C:13]([N:18]=1)=[N:14][CH:15]=[CH:16][CH:17]=2. Reported procedure: Prepared analogously to Example 1 from 2-(2'-methoxy-4'-hydroxyphenyl)-imidazo[4,5-b]pyridine and methanesulfonic acid chloride. Reactants: [N+](=O)(O)[O-].O([N+](=O)[O-])CCCN (3-nitroxypropylamine nitrate), C[O-].[Na+] (sodium methoxide), C(#N)N=C(OC(C)C)C1=CC=NC=C1 (Isopropyl N-cyano-4-pyridinecarboximidate). Solvent: CO (methanol). Reaction conditions: time 18 hour. Yields the product C(#N)NC(=NCCCO[N+](=O)[O-])C1=CC=NC=C1 (N-cyano-N'-(3 nitroxypropyl)-4-pyridinecarboximidamide). Yield: 41.5%. As a reaction SMILES: [C:1]([N:3]=[C:4]([C:9]1[CH:14]=[CH:13][N:12]=[CH:11][CH:10]=1)OC(C)C)#[N:2].[N+]([O-])(O)=O.[O:19]([CH2:23][CH2:24][CH2:25][NH2:26])[N+:20]([O-:22])=[O:21].C[O-].[Na+]>CO>[C:1]([NH:3][C:4]([C:9]1[CH:10]=[CH:11][N:12]=[CH:13][CH:14]=1)=[N:26][CH2:25][CH2:24][CH2:23][O:19][N+:20]([O-:22])=[O:21])#[N:2] |f:1.2,3.4|. Procedure details: Isopropyl N-cyano-4-pyridinecarboximidate (0.50 g, 2.6 mmol) was dissolved in methanol (10 ml), and 3-nitroxypropylamine nitrate (0.53 g, 2.9 mmol) and sodium methoxide (0.22 g, 4.1 mmol) were added. The mixture was stirred at room temperature for 18 hours. After the reaction was completed, the reaction solution was concentrated under reduced pressure. The residual concentrate was extracted with chloroform (50 ml×3). The chloroform layer was washed with water (100 ml), dried over anhydrous sodiu... Starting materials: N(=O)[O-].[Na+] (NaNO2), O.O.O.C(C)(=O)[O-].[Na+] (Sodium acetate trihydrate), CC1(CC(CC(C1)=O)=O)C (5,5-dimethyl-1,3-cyclohexandione), CC(C(CC(=O)OC)=O)(C)C (Methyl 4,4-dimethyl-3-oxopentanoate), oxime. Reagents/catalysts: [Zn] (zinc). Solvent: O (water), C(CC)(=O)O (propionic acid), CC(=O)O (AcOH), O (water), C(CC)(=O)O (propionic acid). Run at time 2 hour. The product is CC1(CC(C=2C(=CNC2C1)C(C)(C)C)=O)C (6,6-Dimethyl-3-(1,1-dimethylethyl)-4,5,6,7-tetrahydro-1H-indol-4-one). As a reaction SMILES: [CH3:1][C:2]([CH3:11])([CH3:10])[C:3](=O)[CH2:4]C(OC)=O.[N:12]([O-])=O.[Na+].O.O.O.C([O-])(=O)C.[Na+].[CH3:24][C:25]1([CH3:33])[CH2:30][C:29](=[O:31])[CH2:28][C:27](=O)[CH2:26]1>O.C(O)(=O)CC.[Zn].CC(O)=O>[CH3:33][C:25]1([CH3:24])[CH2:26][C:27]2[NH:12][CH:4]=[C:3]([C:2]([CH3:11])([CH3:10])[CH3:1])[C:28]=2[C:29](=[O:31])[CH2:30]1 |f:1.2,3.4.5.6.7|. Reported procedure: Methyl 4,4-dimethyl-3-oxopentanoate (20 g, 0.13 mol) and AcOH (48 mL) were cooled to 10° C. and a solution of NaNO2 (12.3 g, 0.19 mol) in water (48 mL) was added dropwise to the stirred mixture, maintaining the temperature below 20° C. After addition the mixture was warmed to room temperature and stirred for 2 h. The mixture was then extracted with DCM (3×100 mL). The combined organic layers were evaporated and the residue taken up in ether. The ethereal layer was washed with water (100 mL), sep... The reactants are C(C)OC1=C(C(=O)OCC)C=CC(=C1)CC(=O)NC(CC(C)C)C1=C(C=CC=C1)N1CCCCC1 (ethyl 2-ethoxy-4-[N-{1-(2-piperidino-phenyl)-3-methyl-1-butyl}-aminocarbonylmethyl]-benzoate), [OH-].[Na+] (sodium hydroxide), Cl (hydrochloric acid). The solvent is C(C)O (ethanol). Reaction conditions: temperature 0 celsius. Yields the product C(C)OC1=C(C(=O)O)C=CC(=C1)CC(=O)NC(CC(C)C)C1=C(C=CC=C1)N1CCCCC1 (2-ethoxy-4-[N-{1-(2-piperidinophenyl)-3-methyl-1-butyl}-aminocarbonylmethyl]-benzoic acid). As a reaction SMILES: [CH2:1]([O:3][C:4]1[CH:14]=[C:13]([CH2:15][C:16]([NH:18][CH:19]([C:24]2[CH:29]=[CH:28][CH:27]=[CH:26][C:25]=2[N:30]2[CH2:35][CH2:34][CH2:33][CH2:32][CH2:31]2)[CH2:20][CH:21]([CH3:23])[CH3:22])=[O:17])[CH:12]=[CH:11][C:5]=1[C:6]([O:8]CC)=[O:7])[CH3:2].[OH-].[Na+].Cl>C(O)C>[CH2:1]([O:3][C:4]1[CH:14]=[C:13]([CH2:15][C:16]([NH:18][CH:19]([C:24]2[CH:29]=[CH:28][CH:27]=[CH:26][C:25]=2[N:30]2[CH2:31][CH2:32][CH2:33][CH2:34][CH2:35]2)[CH2:20][CH:21]([CH3:23])[CH3:22])=[O:17])[CH:12]=[CH:11][C:5]=1[C:6]([OH:8])=[O:7])[CH3:2] |f:1.2|. Procedure: A mixture of 4.7 g (9.7 mmols) of ethyl 2-ethoxy-4-[N-{1-(2-piperidino-phenyl)-3-methyl-1-butyl}-aminocarbonylmethyl]-benzoate and 14.7 ml of 1N sodium hydroxide was stirred in 47 ml of ethanol for 2 hours at 60° C., then neutralized with 14.7 ml of 1N hydrochloric acid and cooled to 0° C. The mixture was filtered to remove the precipitated colorless crystals, and the crystals were washed with ice water and with a little ice cold ethanol and then dried at 100° C./1 Torr. The reactants are C(C1=CC=CC=C1)N=C=O (benzyl isocyanate), I.ClC=1C=2C=3C(C(N(C2C=CC1)C1CNCCC1)=O)=C(ON3)C (9-chloro-3-methyl-5-piperidin-3-yl-5H-isoxazolo[4,3-c]quinolin-4-one hydroiodide), C([O-])([O-])=O.[K+].[K+] (potassium carbonate). The solvent is O1CCCC1 (tetrahydrofuran). Run at time 8 hour. Yields the product C(C1=CC=CC=C1)NC(=O)N1CC(CCC1)N1C(C=2C(C=3C(=CC=CC13)Cl)=NOC2C)=O (3-(9-Chloro-3-methyl-4-oxo-5H-isoxazolo[4,3-c]quinolin-5-yl)-piperidine-1-carboxylic acid benzylamide). Yield: 89.5%. As a reaction SMILES: I.[Cl:2][C:3]1[C:4]2[C:5]3[C:6](=[C:20]([CH3:23])[O:21][N:22]=3)[C:7](=[O:19])[N:8]([CH:13]3[CH2:18][CH2:17][CH2:16][NH:15][CH2:14]3)[C:9]=2[CH:10]=[CH:11][CH:12]=1.[CH2:24]([N:31]=[C:32]=[O:33])[C:25]1[CH:30]=[CH:29][CH:28]=[CH:27][CH:26]=1.C(=O)([O-])[O-].[K+].[K+]>O1CCCC1>[CH2:24]([NH:31][C:32]([N:15]1[CH2:16][CH2:17][CH2:18][CH:13]([N:8]2[C:9]3[CH:10]=[CH:11][CH:12]=[C:3]([Cl:2])[C:4]=3[C:5]3=[N:22][O:21][C:20]([CH3:23])=[C:6]3[C:7]2=[O:19])[CH2:14]1)=[O:33])[C:25]1[CH:30]=[CH:29][CH:28]=[CH:27][CH:26]=1 |f:0.1,3.4.5|. Procedure details: To a suspension of 9-chloro-3-methyl-5-piperidin-3-yl-5H-isoxazolo[4,3-c]quinolin-4-one hydroiodide (50 mg, 0.11 mmol) in tetrahydrofuran (3 mL) add benzyl isocyanate (16 μL, 0.12 mmol) and follow by potassium carbonate (23 mg, 0.17). Stir the mixture at room temperature under nitrogen overnight. concentrate the mixture, partition between 20% isopropanol/chloroform and water, and separate. Wash the organic layer with saturated aqueous sodium bicarbonate solution, brine, dry over magnesium sulfat...